From a dataset of the Open Reaction Database (ORD), a public repository of structured organic reaction records. describe an organic reaction: reactants, conditions, products, and yield Reactants: C(C)(=O)SCC(C(=O)N[C@@H]1C(NCCCCCCN2C=3C=CC=CC3C(C1)=C2)=O)CC(C)C ((10S)-2-acetylthiomethyl-4-methyl-N-(9-oxo-1,8-diazatricyclo[10.6.1.013,18 ]nonadeca-12(19),13(18),14,16-tetraen-10-yl)pentanamide), [NH4+].[OH-] (NH4OH). Reaction SMILES: C([S:4][CH2:5][CH:6]([CH2:30][CH:31]([CH3:33])[CH3:32])[C:7]([NH:9][C@H:10]1[CH2:27][C:26]2=[CH:28][N:19]([C:20]3[CH:21]=[CH:22][CH:23]=[CH:24][C:25]=32)[CH2:18][CH2:17][CH2:16][CH2:15][CH2:14][CH2:13][NH:12][C:11]1=[O:29])=[O:8])(=O)C.[NH4+].[OH-]>CO>[SH:4][CH2:5][CH:6]([CH2:30][CH:31]([CH3:33])[CH3:32])[C:7]([NH:9][C@H:10]1[CH2:27][C:26]2=[CH:28][N:19]([C:20]3[CH:21]=[CH:22][CH:23]=[CH:24][C:25]=32)[CH2:18][CH2:17][CH2:16][CH2:15][CH2:14][CH2:13][NH:12][C:11]1=[O:29])=[O:8] |f:1.2|. Run at temperature 0 celsius, time 1 hour. Solvent: CO (methanol). Procedure details: To a solution of the less polar stereoisomer of (10S)-2-acetylthiomethyl-4-methyl-N-(9-oxo-1,8-diazatricyclo[10.6.1.013,18 ]nonadeca-12(19),13(18),14,16-tetraen-10-yl)pentanamide (50 mg, 0.106 mmol) in 10 mL of methanol at 0° C. under argon was added 0.5 mL concentrated NH4OH. The reaction mixture was stirred from 0° C. (ice-bath was removed after addition of NH4OH) to room temperature and further stored at room temperature for 1 hour. Excess methanol was removed under reduced pressure to give a... Product: SCC(C(=O)N[C@@H]1C(NCCCCCCN2C=3C=CC=CC3C(C1)=C2)=O)CC(C)C ((10S)-2-mercaptomethyl-4-methyl-N-(9-oxo-1,8-diazatricyclo[10.6.1.013,18 ]-nonadeca-12(19),13(18),14,16-tetraen-10-yl)pentanamide). The reactants are solution, Cl (HCl), [N+](=O)([O-])C1=C(OC(C2=CC=CC=C2)C2C(NCCO2)=O)C=CC=C1 (2-[α-(2-nitro-phenoxy)-benzyl]-morpholin-3-one), CO (methanol). The solvent is C1CCOC1 (THF), C1CCOC1 (THF). Product: [N+](=O)([O-])C1=C(OC(C2=CC=CC=C2)C2CNCCO2)C=CC=C1 (2-[α-(2-nitrophenoxy)-benzyl]-morpholine). The yield is 90.5%. RXN SMILES: [N+:1]([C:4]1[CH:24]=[CH:23][CH:22]=[CH:21][C:5]=1[O:6][CH:7]([CH:14]1[O:19][CH2:18][CH2:17][NH:16][C:15]1=O)[C:8]1[CH:13]=[CH:12][CH:11]=[CH:10][CH:9]=1)([O-:3])=[O:2].CO.Cl>C1COCC1>[N+:1]([C:4]1[CH:24]=[CH:23][CH:22]=[CH:21][C:5]=1[O:6][CH:7]([CH:14]1[O:19][CH2:18][CH2:17][NH:16][CH2:15]1)[C:8]1[CH:9]=[CH:10][CH:11]=[CH:12][CH:13]=1)([O-:3])=[O:2]. Procedure details: To 33 g of 2-[α-(2-nitro-phenoxy)-benzyl]-morpholin-3-one dissolved in 60 ml of anhydrous THF there was added dropwise under stirring 16.7 ml of a 0.9 M solution of BH3 in THF. The whole was heated at reflux for 3 hours and dropwise addition under cold conditions (0°-5° C.) was then made of 3 ml of methanol and then of 3 ml of 23% HCl. The solvent was removed under reduced pressure. The residue was diluted with H2O, made alkaline and extracted with chloroform. The organic extracts were washed to... Starting materials: O=C(O)c1ccc(Cl)c(Br)c1, CN(C)C=O, O=S(Cl)Cl. The product is NC(=O)c1ccc(Cl)c(Br)c1. RXN SMILES: [Br:1][c:2]1[cH:3][c:4]([C:5](=[O:6])[OH:7])[cH:8][cH:9][c:10]1[Cl:11].[O:16]=[CH:17][N:18]([CH3:19])[CH3:20].[S:12]([Cl:13])([Cl:14])=[O:15]>>[Br:1][c:2]1[cH:3][c:4]([C:5](=[O:6])[NH2:18])[cH:8][cH:9][c:10]1[Cl:11]. The reactants are BrBr (Bromine), NC1=C(C=C(C=C1)C(F)(F)F)C#N (4-amino-3-cyano-benzotrifluoride), O.O.O.C(C)(=O)[O-].[Na+] (sodium acetate trihydrate). The solvent is C(Cl)(Cl)(Cl)Cl (carbon tetrachloride), C(C)(=O)OCC (ethyl acetate). Conditions: temperature 80 celsius. The product is NC1=C(C=C(C=C1C#N)C(F)(F)F)Br (4-amino-3-bromo-5-cyano-trifluoromethylbenzene). Reaction SMILES: [Br:1]Br.[NH2:3][C:4]1[CH:9]=[CH:8][C:7]([C:10]([F:13])([F:12])[F:11])=[CH:6][C:5]=1[C:14]#[N:15].O.O.O.C([O-])(=O)C.[Na+]>C(Cl)(Cl)(Cl)Cl.C(OCC)(=O)C>[NH2:3][C:4]1[C:5]([C:14]#[N:15])=[CH:6][C:7]([C:10]([F:11])([F:12])[F:13])=[CH:8][C:9]=1[Br:1] |f:2.3.4.5.6|. Procedure: Bromine (a total of 4.9g) was added in two portions to a stirred suspension of 4-amino-3-cyano-benzotrifluoride (3g) and sodium acetate trihydrate (1g) in carbon tetrachloride (65ml). The mixture was heated to 80° C. until the absence of starting material was confirmed by gas liquid chromatography. Evaporation of the solvent under reduced pressure gave a pale green solid, which was dissolved in ethyl acetate, and washed with water and brine. After drying over anhydrous magnesium sulphate, the so... Reactants: C(C1=CC=CC=C1)(=O)C1=CC=CC(=N1)CO ((6-benzoyl-2-pyridyl)methanol), [OH-].[K+] (potassium hydroxide), NN (hydrazine). Run in C(COCCOCCO)O (triethylene glycol). Conditions: time 4 hour. Product: C(C1=CC=CC=C1)C1=CC=CC(=N1)CO ((6-benzyl-2-pyridyl)methanol). Reaction SMILES: [C:1]([C:9]1[N:14]=[C:13]([CH2:15][OH:16])[CH:12]=[CH:11][CH:10]=1)(=O)[C:2]1[CH:7]=[CH:6][CH:5]=[CH:4][CH:3]=1.[OH-].[K+].NN>C(O)COCCOCCO>[CH2:1]([C:9]1[N:14]=[C:13]([CH2:15][OH:16])[CH:12]=[CH:11][CH:10]=1)[C:2]1[CH:7]=[CH:6][CH:5]=[CH:4][CH:3]=1 |f:1.2|. Procedure: A mixture of (6-benzoyl-2-pyridyl)methanol (1.5 g, 7 mmol), potassium hydroxide (1.3 g, 23 mmol) and hydrazine 85% (1 ml, 25 mmol) in triethylene glycol (10 ml) is refluxed for 1.5 hours, and then the water and excess hydrazine are removed by a takeoff condenser until the temperature rises to 195°-200°. After 4 hours at 195°-200°, the solution is cooled, poured into ice and water (50 ml) and extracted with ether (3×20 ml). The combined ether layers are washed with water (3×20 ml), brine (10 ml) ... Starting materials: C(C)N1CCN(CC1)C=1N=C(C=C2C1SC=C2)Br (7-(1-ethylpiperazin-4-yl)-5-bromothieno[2,3-c]pyridine), Cl (hydrochloric acid), C(C)N1CCN(CC1)C=1N=C(C=C2C1SC=C2)C2=CC=C(C=C2)S(=O)(=O)C (7-(4-ethylpiperazin-1-yl)-5-(4-methanesulfonylphenyl)thieno[2,3-c]pyridine). Run in C(C)(=O)OCC (Ethyl acetate). The product is Cl.Cl.C(C)N1CCN(CC1)C=1N=C(C=C2C1SC=C2)C2=CC=C(C=C2)S(=O)(=O)C (7-(4-ethylpiperazin-1-yl)-5-(4-methanesulfonylphenyl)thieno[2,3-c]pyridine dihydrochloride). Reaction SMILES: C(N1CCN(C2N=C(Br)C=C3C=CSC=23)CC1)C.[CH2:19]([N:21]1[CH2:26][CH2:25][N:24]([C:27]2[N:28]=[C:29]([C:36]3[CH:41]=[CH:40][C:39]([S:42]([CH3:45])(=[O:44])=[O:43])=[CH:38][CH:37]=3)[CH:30]=[C:31]3[CH:35]=[CH:34][S:33][C:32]=23)[CH2:23][CH2:22]1)[CH3:20].[ClH:46]>C(OCC)(=O)C>[ClH:46].[ClH:46].[CH2:19]([N:21]1[CH2:26][CH2:25][N:24]([C:27]2[N:28]=[C:29]([C:36]3[CH:37]=[CH:38][C:39]([S:42]([CH3:45])(=[O:44])=[O:43])=[CH:40][CH:41]=3)[CH:30]=[C:31]3[CH:35]=[CH:34][S:33][C:32]=23)[CH2:23][CH2:22]1)[CH3:20] |f:4.5.6|. Procedure details: The resulting compound and 7-(1-ethylpiperazin-4-yl)-5-bromothieno[2,3-c]pyridine (0.18 g) were reacted in the same manner as in Example 300-4, to give a reaction solution containing 7-(4-ethylpiperazin-1-yl)-5-(4-methanesulfonylphenyl)thieno[2,3-c]pyridine. Ethyl acetate and 2N hydrochloric acid were added to the reaction solution, and the resulting insoluble matters were filtered off. The aqueous layer was separated, while the organic layer was extracted with 2N hydrochloric acid. The aqueous ... Reactants: Cl (HCl), C(C)OC(=O)C=1N=C(C2=CC(=CC=C2C1O)OC1=C(C=C(C=C1)F)Cl)C#N (1-cyano-4-hydroxy-7-(4-fluoro-2-chloro-phenoxy)-isoquinoline-3-carboxylic acid ethyl ester), O (water). The solvent is C[O-].[Na+].CO (NaOMe MeOH). The product is ClC1=C(OC2=CC=C3C(=C(N=C(C3=C2)C#N)C(=O)NCCCCC(=O)O)O)C=CC(=C1)F (5-{[7-(2-Chloro-4-fluoro-phenoxy)-1-cyano-4-hydroxy-isoquinoline-3-carbonyl]amino}-pentanoic acid). Yield: 45.0%. RXN SMILES: C(O[C:4]([C:6]1[N:7]=[C:8]([C:26]#[N:27])[C:9]2[C:14]([C:15]=1[OH:16])=[CH:13][CH:12]=[C:11]([O:17][C:18]1[CH:23]=[CH:22][C:21]([F:24])=[CH:20][C:19]=1[Cl:25])[CH:10]=2)=[O:5])C.Cl.[OH2:29]>C[O-].[Na+].CO>[Cl:25][C:19]1[CH:20]=[C:21]([F:24])[CH:22]=[CH:23][C:18]=1[O:17][C:11]1[CH:10]=[C:9]2[C:14]([C:15]([OH:16])=[C:6]([C:4]([NH:27][CH2:26][CH2:8][CH2:9][CH2:10][C:11]([OH:17])=[O:29])=[O:5])[N:7]=[C:8]2[C:26]#[N:27])=[CH:13][CH:12]=1 |f:3.4.5|. Procedure details: A mixture of 1-cyano-4-hydroxy-7-(4-fluoro-2-chloro-phenoxy)-isoquinoline-3-carboxylic acid ethyl ester (50 mg, 0.13 mmol) and 5-amino-petanoic acid (45 mg, 0.39 mmol) in 0.5 M NaOMe/MeOH solution was microwaved at 130° C. for 1 h. Reaction mixture was diluted with water (60 mL) and acidified by 1 N HCl to pH=3-4. Precipitate was collected and dried. Crude product was then purified by silica gel chromatography, eluting with 5-70% EtOAc/hexanes to provide the title compound 27 mg (0.06 mmol) in 4... Starting materials: CCCCCC (hexane), Cl (hydrogen chloride), O1CCOCC1 (dioxane), C(C1=CC=CC=C1)C(C(=O)[O-])NC(=O)C1=NC(=NC(=C1OCC1=CC=CC=C1)C)CC1CCN(CC1)C1=CC=C(C=C1)C1=NC=C(C=C1)C(C)OCOC (Benzyl({[5-(benzyloxy)-2-{[1-(4-{5-[1-(methoxymethoxy)ethyl]pyridin-2-yl}phenyl)piperidin-4-yl]methyl}-6-methylpyrimidin-4-yl]carbonyl}amino)acetate), C(C)(=O)OCC (ethyl acetate). Conditions: time 1.5 hour. Yields the product C(C1=CC=CC=C1)OC=1C(=NC(=NC1C)CC1CCN(CC1)C1=CC=C(C=C1)C1=NC=C(C=C1)C(C)O)C(=O)NCC(=O)OCC1=CC=CC=C1 (Benzyl [({5-(benzyloxy)-2-[(1-{4-[5-(1-hydroxyethyl)pyridin-2-yl]phenyl}piperidin-4-yl)methyl]-6-methylpyrimidin-4-yl}carbonyl)amino]acetate). Yield: 44.0%. RXN SMILES: C(C([NH:12][C:13]([C:15]1[C:20]([O:21][CH2:22][C:23]2[CH:28]=[CH:27][CH:26]=[CH:25][CH:24]=2)=[C:19]([CH3:29])[N:18]=[C:17]([CH2:30][CH:31]2[CH2:36][CH2:35][N:34]([C:37]3[CH:42]=[CH:41][C:40]([C:43]4[CH:48]=[CH:47][C:46]([CH:49]([O:51]COC)[CH3:50])=[CH:45][N:44]=4)=[CH:39][CH:38]=3)[CH2:33][CH2:32]2)[N:16]=1)=[O:14])C([O-])=O)C1C=CC=CC=1.Cl.O1CCOCC1.[CH3:62][CH2:63][CH2:64][CH2:65][CH2:66]C.[C:68]([O:71][CH2:72][CH3:73])(=[O:70])[CH3:69]>>[CH2:22]([O:21][C:20]1[C:15]([C:13]([NH:12][CH2:69][C:68]([O:71][CH2:72][C:73]2[CH:66]=[CH:65][CH:64]=[CH:63][CH:62]=2)=[O:70])=[O:14])=[N:16][C:17]([CH2:30][CH:31]2[CH2:36][CH2:35][N:34]([C:37]3[CH:42]=[CH:41][C:40]([C:43]4[CH:48]=[CH:47][C:46]([CH:49]([OH:51])[CH3:50])=[CH:45][N:44]=4)=[CH:39][CH:38]=3)[CH2:33][CH2:32]2)=[N:18][C:19]=1[CH3:29])[C:23]1[CH:24]=[CH:25][CH:26]=[CH:27][CH:28]=1. Reported procedure: Benzyl({[5-(benzyloxy)-2-{[1-(4-{5-[1-(methoxymethoxy)ethyl]pyridin-2-yl}phenyl)piperidin-4-yl]methyl}-6-methylpyrimidin-4-yl]carbonyl}amino)acetate (0.80 g, 1.1 mmol) was dissolved in ethyl acetate (6 mL), and a solution of hydrogen chloride in dioxane (4 M, 1.5 mL, 6.0 mmol) was added, followed by stirring at room temperature for 1.5 hours. After hexane was added to the reaction solution, the deposited solid was collected by filtration using hexane. To this, was added a saturated aqueous sodiu...